Dataset: the Open Reaction Database (ORD), a public repository of structured organic reaction records. Task: describe an organic reaction: reactants, conditions, products, and yield Reactants: N1=C(C=CC=C1)C1=CC(CC1)=O (3-(2-pyridyl)-2-cyclopenten-1-one). Reagents/catalysts: [Pd] (Pd/C). The solvent is CCO (EtOH). Run at time 6.5 hour. Product: N1=C(C=CC=C1)C1CC(CC1)=O (3-(2-pyridyl)cyclopentan-1-one). Isolated yield 225.2%. Reaction SMILES: [N:1]1[CH:6]=[CH:5][CH:4]=[CH:3][C:2]=1[C:7]1[CH2:11][CH2:10][C:9](=[O:12])[CH:8]=1>CCO.[Pd]>[N:1]1[CH:6]=[CH:5][CH:4]=[CH:3][C:2]=1[CH:7]1[CH2:11][CH2:10][C:9](=[O:12])[CH2:8]1. Reported procedure: A mixture of 3-(2-pyridyl)-2-cyclopenten-1-one (1.43 g, 8.98 mmol) and 10% Pd/C (142 mg) in EtOH (30 mL) was stirred under hydrogen atmosphere (0.3 MPa) for 6.5 h. The catalyst was removed by filtration over Celite and the filtrate was concentrated in vacuo. The crude product was purified by column chromatography (Hexane/EtOAc=1/1) to yield 3-(2-pyridyl)cyclopentan-1-one (3.26 g, 94%) as colorless oil. The reactants are NC1=NC=CC=C1OCC1=C(C=CC=C1Cl)Cl (2-amino-3-(2,6-dichlorobenzyloxy)-pyridine), BrCC(C(F)(F)F)=O (3-bromo-1,1,1-trifluoroacetone). Solvent: C(C)O (ethanol). Product: ClC1=C(COC=2C=3N(C=CC2)C=C(N3)C(F)(F)F)C(=CC=C1)Cl (8-(2,6-dichlorobenzyloxy)-2-trifluoromethylimidazo[1,2-a]pyridine). The yield is 44.5%. RXN SMILES: [NH2:1][C:2]1[C:7]([O:8][CH2:9][C:10]2[C:15]([Cl:16])=[CH:14][CH:13]=[CH:12][C:11]=2[Cl:17])=[CH:6][CH:5]=[CH:4][N:3]=1.Br[CH2:19][C:20](=O)[C:21]([F:24])([F:23])[F:22]>C(O)C>[Cl:17][C:11]1[CH:12]=[CH:13][CH:14]=[C:15]([Cl:16])[C:10]=1[CH2:9][O:8][C:7]1[C:2]2[N:3]([CH:19]=[C:20]([C:21]([F:24])([F:23])[F:22])[N:1]=2)[CH:4]=[CH:5][CH:6]=1. Procedure details: A mixture of 2-amino-3-(2,6-dichlorobenzyloxy)-pyridine (1.345 g) and 3-bromo-1,1,1-trifluoroacetone (1.147 g) in ethanol (26 ml) was refluxed for 5 hours, cooled, and concentrated in vacuo. The residue was partitioned between ethyl acetate and aqueous sodium bicarbonate solution. The organic layer was washed with water, dried, and concentrated under reduced pressure to give a solid, which was purified by flash chromatography on silica gel to give 8-(2,6-dichlorobenzyloxy)-2-trifluoromethylimida... The reactants are ClC1=C(C=CC(=C1)Cl)N1N=C(C(=C1C1=CC=C(C=C1)I)C)C(=O)OCC (ethyl 1-(2,4-dichlorophenyl)-5-(4-iodophenyl)-4-methyl-1H-pyrazole-3-carboxylate), [OH-].[Li+] (lithium hydroxide). Run in 1, C1CCOC1.CO.O (THF methanol water). Yields the product ClC1=C(C=CC(=C1)Cl)N1N=C(C(=C1C1=CC=C(C=C1)I)C)C(=O)O (1-(2,4-dichlorophenyl)-5-(4-iodophenyl)-4-methyl-1H-pyrazole-3-carboxylic acid). Reaction SMILES: [Cl:1][C:2]1[CH:7]=[C:6]([Cl:8])[CH:5]=[CH:4][C:3]=1[N:9]1[C:13]([C:14]2[CH:19]=[CH:18][C:17]([I:20])=[CH:16][CH:15]=2)=[C:12]([CH3:21])[C:11]([C:22]([O:24]CC)=[O:23])=[N:10]1.[OH-].[Li+]>C1COCC1.CO.O>[Cl:1][C:2]1[CH:7]=[C:6]([Cl:8])[CH:5]=[CH:4][C:3]=1[N:9]1[C:13]([C:14]2[CH:19]=[CH:18][C:17]([I:20])=[CH:16][CH:15]=2)=[C:12]([CH3:21])[C:11]([C:22]([OH:24])=[O:23])=[N:10]1 |f:1.2,3.4.5|. Reported procedure: The ester (10 g, 19.9 mmoles) obtained from step C was taken in 500 ml 1 neck flask and to it 300 ml of 7:2:1 mixture of THF-methanol-water along with solid lithium hydroxide (2.5 g, 104.6 mol) was added. The mixture was refluxed for 12 hours. The solvents were removed totally and to the residue 200 ml of DCM was added. To that 100 ml of water was added and the mixture was acidified to pH ˜2 using concentrated HCl. The organic layer was separated, washed with 100 ml of brine, dried over sodium s... Reactants: CCOCC, N, O=S(=O)(Cl)c1cccc2ccccc12. Yields the product NS(=O)(=O)c1cccc2ccccc12. Reaction SMILES: [CH3:16][CH2:17][O:18][CH2:19][CH3:20].[NH3:1].[c:2]1([S:12](=[O:13])(=[O:14])[Cl:15])[cH:3][cH:4][cH:5][c:6]2[cH:7][cH:8][cH:9][cH:10][c:11]12>>[NH2:1][S:12]([c:2]1[cH:3][cH:4][cH:5][c:6]2[cH:7][cH:8][cH:9][cH:10][c:11]12)(=[O:13])=[O:14]. Reaction SMILES: [CH3:26][CH2:27][O:28][CH2:29][CH3:30].[CH3:32][CH2:33][OH:34].[K+:23].[Na+:25].[O:1]=[C:2]1[c:3]2[c:4]([cH:13][cH:14][c:15]([CH:17]([C:18](=[O:19])[NH2:20])[CH3:21])[cH:16]2)[S:5][c:6]2[c:7]([cH:9][cH:10][cH:11][n:12]2)[CH2:8]1.[OH-:22].[OH-:24].[OH2:31]>>[O:1]=[C:2]1[c:3]2[c:4]([cH:13][cH:14][c:15]([CH:17]([C:18](=[O:19])[OH:22])[CH3:21])[cH:16]2)[S:5][c:6]2[c:7]([cH:9][cH:10][cH:11][n:12]2)[CH2:8]1. Starting materials: CCOCC, CCO, [K+], [Na+], CC(C(N)=O)c1ccc2c(c1)C(=O)Cc1cccnc1S2, [OH-], [OH-], O. Product: CC(C(=O)O)c1ccc2c(c1)C(=O)Cc1cccnc1S2. The reactants are C1(=CC=CC=C1)S(=O)(=O)N1C(=CC=2C1=NC=CC2)C(=CC2CCCC2)C2=CC=C(C=C2)C(CC)(CC)O (3-{4-[1-(1-benzenesulfonyl-1H-pyrrolo[2,3-b]pyridin-2-yl)-2-cyclopentyl-vinyl]-phenyl}-pentan-3-ol), [OH-].[Na+] (sodium hydroxide). The solvent is ClCCl (dichloromethane), C(C)O (ethanol), O1CCCC1 (tetrahydrofuran). Product: C1(CCCC1)C=C(C1=CC=2C(=NC=CC2)N1)C1=CC=C(C=C1)C(CC)(CC)O (3-{4-[2-cyclopentyl-1-(1H-pyrrolo[2,3-b]pyridin-2-yl)-vinyl]-phenyl}-pentan-3-ol). Yield: 74.5%. As a reaction SMILES: C1(S([N:10]2[C:14]3=[N:15][CH:16]=[CH:17][CH:18]=[C:13]3[CH:12]=[C:11]2[C:19]([C:26]2[CH:31]=[CH:30][C:29]([C:32]([OH:37])([CH2:35][CH3:36])[CH2:33][CH3:34])=[CH:28][CH:27]=2)=[CH:20][CH:21]2[CH2:25][CH2:24][CH2:23][CH2:22]2)(=O)=O)C=CC=CC=1.[OH-].[Na+]>C(O)C.O1CCCC1.ClCCl>[CH:21]1([CH:20]=[C:19]([C:26]2[CH:27]=[CH:28][C:29]([C:32]([OH:37])([CH2:35][CH3:36])[CH2:33][CH3:34])=[CH:30][CH:31]=2)[C:11]2[NH:10][C:14]3=[N:15][CH:16]=[CH:17][CH:18]=[C:13]3[CH:12]=2)[CH2:25][CH2:24][CH2:23][CH2:22]1 |f:1.2|. Reported procedure: A mixture of 3-{4-[1-(1-benzenesulfonyl-1H-pyrrolo[2,3-b]pyridin-2-yl)-2-cyclopentyl-vinyl]-phenyl}-pentan-3-ol (220 mg, 0.43 mmol) in ethanol (6 mL), tetrahydrofuran (8 mL) and an aqueous sodium hydroxide solution (10%, 1.5 mL) was heated at 50° C. for 48 h. The mixture diluted with dichloromethane (50 mL), washed with water, dried over anhydrous sodium sulfate and then concentrated in vacuo to afford 3-{4-[2-cyclopentyl-1-(1H-pyrrolo[2,3-b]pyridin-2-yl)-vinyl]-phenyl}-pentan-3-ol (120 mg, 75%)... The reactants are S(=O)(Cl)Cl (thionyl chloride), carboxylic acid chlorides, amides, acid chloride, C1(=CC=CC=C1)C1(CCCC1)C(=O)O (1-phenylcyclopentanecarboxylic acid). Reaction conditions: time 8 hour. Product: C1(=CC=CC=C1)C1(CCCC1)C(=O)Cl (1-Phenylcyclopentanecarbonyl Chloride). As a reaction SMILES: [C:1]1([C:7]2([C:12]([OH:14])=O)[CH2:11][CH2:10][CH2:9][CH2:8]2)[CH:6]=[CH:5][CH:4]=[CH:3][CH:2]=1.S(Cl)([Cl:17])=O>>[C:1]1([C:7]2([C:12]([Cl:17])=[O:14])[CH2:11][CH2:10][CH2:9][CH2:8]2)[CH:6]=[CH:5][CH:4]=[CH:3][CH:2]=1. Procedure details: The carboxylic acid chlorides used in the synthesis of the parent amides were all synthesized as described below. In a 1-liter 3-neck flask, 200 gm (1.05 mole) of 1-phenylcyclopentanecarboxylic acid (ACROS ORGANICS) was added drop-wise to stirring excess of thionyl chloride (Aldrich) under nitrogen. The resulting mixture was heated at reflux for two hrs. The reaction was further stirred at room temperature overnight. The resulting brown-red solution was concentrated at reduced pressure and heat ...